From a dataset of the Open Reaction Database (ORD), a public repository of structured organic reaction records. describe an organic reaction: reactants, conditions, products, and yield The reactants are ClC=1C=C2C(C(=O)OC(N2C)=O)=CC1 (4-chloro-N-methylisatoic anhydride), N1(C=NC=C1)CC(CN)C (3-(1H-imidazol-1-yl)-2-methylpropanamine). Run in C(C)O (ethanol). Run at time 20 hour. Product: ClC1=CC=C2C(N(C(N(C2=C1)C)=O)CC(CN1C=NC=C1)C)=O (7-Chloro-3-[3-(1H-imidazol-1-yl)-2-methylpropyl]-1-methyl-2,4(1H,3H)-quinazolinedione). RXN SMILES: [Cl:1][C:2]1[CH:3]=[C:4]2[N:10]([CH3:11])[C:9](=[O:12])[O:8][C:6](=O)[C:5]2=[CH:13][CH:14]=1.[N:15]1([CH2:20][CH:21]([CH3:24])[CH2:22][NH2:23])[CH:19]=[CH:18][N:17]=[CH:16]1>C(O)C>[Cl:1][C:2]1[CH:3]=[C:4]2[C:5]([C:6](=[O:8])[N:23]([CH2:22][CH:21]([CH3:24])[CH2:20][N:15]3[CH:19]=[CH:18][N:17]=[CH:16]3)[C:9](=[O:12])[N:10]2[CH3:11])=[CH:13][CH:14]=1. Procedure: A mixture of 2.12 g of 4-chloro-N-methylisatoic anhydride, 1.39 g of 3-(1H-imidazol-1-yl)-2-methylpropanamine and 20 ml of ethanol was stirred at room temperature for 20 hours and concentrated. Ethyl chloroformate (10 ml) was added and the mixture was heated in an oil bath at 90°-105° C. for 2 hours, dissolved in ethanol and concentrated. Ethanol (25 ml) and 2.0 g of potassium hydroxide was added and the mixture was heated at reflux for 3 hours and concentrated. Water was added, and the pH was a... Starting materials: CC1=CC=C(C=C1)C=1C(=CC=CC1)C(=O)O (4′-methyl-2-biphenylcarboxylic acid), O=P(Cl)(Cl)Cl (phosphorus oxytrichloride), C=C(C)C (isobutene), CC1=CC=C(C=C1)C=1C(=CC=CC1)C(=O)O (4′-methyl-2-biphenylcarboxylic acid). Solvent: C1(=CC=CC=C1)C (toluene). Product: CC1=CC=C(C=C1)C=1C(=CC=CC1)C(=O)OC(C)(C)C (tert-butyl 4′-methyl-2-biphenylcarboxylate). Isolated yield 98.0%. RXN SMILES: [CH3:1][C:2]1[CH:7]=[CH:6][C:5]([C:8]2[C:9]([C:14]([OH:16])=[O:15])=[CH:10][CH:11]=[CH:12][CH:13]=2)=[CH:4][CH:3]=1.O=P(Cl)(Cl)Cl.[CH2:22]=[C:23]([CH3:25])[CH3:24]>C1(C)C=CC=CC=1>[CH3:1][C:2]1[CH:7]=[CH:6][C:5]([C:8]2[C:9]([C:14]([O:16][C:23]([CH3:25])([CH3:24])[CH3:22])=[O:15])=[CH:10][CH:11]=[CH:12][CH:13]=2)=[CH:4][CH:3]=1. Procedure: A 100-ml flask was charged with 5 ml of toluene and 2.12 g (10 mmol) of 4′-methyl-2-biphenylcarboxylic acid, and they were vigorously stirred. To this mixture was added dropwise 0.18 ml (2 mmol) of phosphorus oxytrichloride, and isobutene gas (98 mmol) was introduced to the mixture at a flow rate of 1.2 liter/min for 2 minutes. The resulting mixture was stirred at room temperature for 6 hours. After having confirmed that almost all of the peaks ascribed to 4′-methyl-2-biphenylcarboxylic acid dis... The reactants are O=[N+]([O-])c1ccc(Cl)c(OCCBr)c1, C1CCOC1, COc1ccc(CCC2NCCc3cc(OC)c(OC)cc32)cc1OC, c1ccncc1. The product is COc1ccc(CCC2c3cc(OC)c(OC)cc3CCN2CCOc2cc([N+](=O)[O-])ccc2Cl)cc1OC. As a reaction SMILES: [Br:1][CH2:2][CH2:3][O:4][c:5]1[c:6]([Cl:14])[cH:7][cH:8][c:9]([N+:11](=[O:12])[O-:13])[cH:10]1.[CH2:47]1[O:48][CH2:49][CH2:50][CH2:51]1.[CH3:15][O:16][c:17]1[cH:18][c:19]([CH2:25][CH2:26][CH:27]2[NH:28][CH2:29][CH2:30][c:31]3[cH:32][c:33]([O:39][CH3:40])[c:34]([O:37][CH3:38])[cH:35][c:36]32)[cH:20][cH:21][c:22]1[O:23][CH3:24].[cH:41]1[cH:42][cH:43][n:44][cH:45][cH:46]1>>[CH2:2]([CH2:3][O:4][c:5]1[c:6]([Cl:14])[cH:7][cH:8][c:9]([N+:11](=[O:12])[O-:13])[cH:10]1)[N:28]1[CH:27]([CH2:26][CH2:25][c:19]2[cH:18][c:17]([O:16][CH3:15])[c:22]([O:23][CH3:24])[cH:21][cH:20]2)[c:36]2[c:31]([cH:32][c:33]([O:39][CH3:40])[c:34]([O:37][CH3:38])[cH:35]2)[CH2:30][CH2:29]1. The reactants are FC(S(=O)(=O)O)(F)F (trifluoromethane sulfonic acid), O=CCNC(=O)C=1SC(=CC1)C1=CC=C(C=C1)Cl (5-(4-chlorophenyl)-thiophene-2-carboxylic acid (2-oxoethyl) amide), O (water). Conditions: temperature 95 celsius, time 10 minute. Yields the product ClC1=CC=C(C=C1)C1=CC2=C(C(NC=C2)=O)S1 (2-(4-chlorophenyl)-6H-thieno[2,3-c]pyridine-7-one). Yield: 100.0%. RXN SMILES: FC(F)(F)S(O)(=O)=O.O=[CH:10][CH2:11][NH:12][C:13]([C:15]1[S:16][C:17]([C:20]2[CH:25]=[CH:24][C:23]([Cl:26])=[CH:22][CH:21]=2)=[CH:18][CH:19]=1)=[O:14].O>>[Cl:26][C:23]1[CH:24]=[CH:25][C:20]([C:17]2[S:16][C:15]3[C:13](=[O:14])[NH:12][CH:11]=[CH:10][C:19]=3[CH:18]=2)=[CH:21][CH:22]=1. Procedure: Add trifluoromethane sulfonic acid (3 mL, 0.03 mol) and 5-(4-chlorophenyl)-thiophene-2-carboxylic acid (2-oxoethyl) amide (1 g, 0.004 mol) to a 25 mL three-necked round bottom flask equipped with a stir bar, Dean-Stark trap, nitrogen inlet/outlet, and thermocouple. Heat the reaction mixture to 95° C. for 2 h, then cool to 40° C., and pour onto cold water (20 mL, 1.11 mol). Stir the mixture for 10 min. Filter the resulting slurry and rinse the solids with water (100 mL). Dry to afford crude 2-(4-... Starting materials: COC=1C=C(C=C(C1OC)OC)O (3,4,5-trimethoxyphenol), [N+](=O)([O-])C1=CC=C(C=CC(=O)Cl)C=C1 (4-nitrocinnamoyl chloride). Conditions: temperature 80 celsius. Product: OC1=C(C(C=CC2=CC=C(C=C2)[N+](=O)[O-])=O)C(=C(C(=C1)OC)OC)OC (2′-Hydroxy-4′,5′,6′-trimethoxy-4-nitrochalcone), 7b. The yield is 43.0%. As a reaction SMILES: [CH3:1][O:2][C:3]1[CH:4]=[C:5]([OH:13])[CH:6]=[C:7]([O:11][CH3:12])[C:8]=1[O:9][CH3:10].[N+:14]([C:17]1[CH:27]=[CH:26][C:20]([CH:21]=[CH:22][C:23](Cl)=[O:24])=[CH:19][CH:18]=1)([O-:16])=[O:15]>>[OH:13][C:5]1[CH:6]=[C:7]([O:11][CH3:12])[C:8]([O:9][CH3:10])=[C:3]([O:2][CH3:1])[C:4]=1[C:23](=[O:24])[CH:22]=[CH:21][C:20]1[CH:19]=[CH:18][C:17]([N+:14]([O-:16])=[O:15])=[CH:27][CH:26]=1. Reported procedure: A mixture of 3,4,5-trimethoxyphenol (1.85 g, 10 mmol) and 4-nitrocinnamoyl chloride (2.11 g, 10 mmol) was dissolved in BF3-Et2O complex (10 ml) and heated to 80° C. for 10 min, and then quenched with excess of water. The aqueous layer was extracted with dichloromethane. The combined organic layer was concentrated and the residue was purified by column chromatography on silica gel (CH2Cl2:EtOAc:Hexane=1:1:3) gave 7a (0.79 g, 22%) and 7b (1.54 g, 43%). 1H NMR (400 MHz, CDCl3) μ 3.81 (s, 3H), 3.90 ... The reactants are C(C)(=O)O[BH-](OC(C)=O)OC(C)=O.[Na+] (Sodium triacetoxyborohydride), NC1CC(N(C1)C=1C=CC2=C(NC(CO2)=O)C1)=O (6-(4-Amino-2-oxopyrrolidin-1-yl)-2H-1,4-benzoxazin-3(4H)-one), COC=1C=CC2=C(N(C(C=N2)=O)CCCC=O)N1 (4-(6-methoxy-3-oxopyrido[2,3-b]pyrazin-4(3H)-yl)butanal), S(=O)(=O)([O-])[O-].[Na+].[Na+] (Sodium sulfate), C(O)([O-])=O.[Na+] (sodium hydrogen carbonate). Run in ClCCl (dichloromethane), CN(C=O)C (N,N-dimethylformamide). Conditions: time 8 hour. Product: COC=1C=CC2=C(N(C(C=N2)=O)CCCCNC2CN(C(C2)=O)C=2C=CC3=C(NC(CO3)=O)C2)N1 (6-Methoxy-4-(4-{[5-oxo-1-(3-oxo-3,4-dihydro-2H-1,4-benzoxazin-6-yl)pyrrolidin-3-yl]amino}butyl)pyrido[2,3-b]pyrazin-3(4H)-one). Yield: 18.5%. As a reaction SMILES: [NH2:1][CH:2]1[CH2:6][N:5]([C:7]2[CH:8]=[CH:9][C:10]3[O:15][CH2:14][C:13](=[O:16])[NH:12][C:11]=3[CH:17]=2)[C:4](=[O:18])[CH2:3]1.[CH3:19][O:20][C:21]1[CH:22]=[CH:23][C:24]2[N:29]=[CH:28][C:27](=[O:30])[N:26]([CH2:31][CH2:32][CH2:33][CH:34]=O)[C:25]=2[N:36]=1.S([O-])([O-])(=O)=O.[Na+].[Na+].C(O[BH-](OC(=O)C)OC(=O)C)(=O)C.[Na+].C(=O)([O-])O.[Na+]>CN(C)C=O.ClCCl>[CH3:19][O:20][C:21]1[CH:22]=[CH:23][C:24]2[N:29]=[CH:28][C:27](=[O:30])[N:26]([CH2:31][CH2:32][CH2:33][CH2:34][NH:1][CH:2]3[CH2:3][C:4](=[O:18])[N:5]([C:7]4[CH:8]=[CH:9][C:10]5[O:15][CH2:14][C:13](=[O:16])[NH:12][C:11]=5[CH:17]=4)[CH2:6]3)[C:25]=2[N:36]=1 |f:2.3.4,5.6,7.8|. Procedure details: In N,N-dimethylformamide (5 ml) were dissolved 6-(4-Amino-2-oxopyrrolidin-1-yl)-2H-1,4-benzoxazin-3(4H)-one (Reference Example 6; 148 mg, 0.60 mmol) and 4-(6-methoxy-3-oxopyrido[2,3-b]pyrazin-4(3H)-yl)butanal (148 mg, 0.60 mmol). Sodium sulfate (1.0 g) was added to this solution and the mixture was stirred overnight at room temperature. Sodium triacetoxyborohydride (508 mg, 2.40 mmol) was added to the reaction solution and the mixture was stirred at room temperature for 6 hours. After completion... The reactants are BrC1=CC=C(C=C1)CN(S(=O)(=O)CC1=CC=CC=C1)C(C)(C)C (N-[(4-bromophenyl)methyl]-N-tert-butyl-1-phenylmethanesulfonamide), N1(CCNCC1)C(C)=O (1-piperazin-1-ylethanone), C1(CCCCC1)P(C1=C(C=CC=C1)C1=C(C=CC=C1OC(C)C)OC(C)C)C1CCCCC1 (2-dicyclohexylphosphino-2′,6′-di-i-propoxy-1,1′-biphenyl). The reagents and catalysts are C(C)(=O)[O-].[Pd+2].C(C)(=O)[O-] (palladium(II) acetate). The solvent is O1CCOCC1 (1,4-Dioxane). Conditions: temperature 100 celsius, time 16 hour. Yields the product C(C)(=O)N1CCN(CC1)C1=CC=C(CN(S(=O)(=O)CC2=CC=CC=C2)C(C)(C)C)C=C1 (N-(4-(4-acetylpiperazin-1-yl)benzyl)-N-tert-butyl-1-phenylmethanesulfonamide). Isolated yield 67.6%. As a reaction SMILES: Br[C:2]1[CH:7]=[CH:6][C:5]([CH2:8][N:9]([C:20]([CH3:23])([CH3:22])[CH3:21])[S:10]([CH2:13][C:14]2[CH:19]=[CH:18][CH:17]=[CH:16][CH:15]=2)(=[O:12])=[O:11])=[CH:4][CH:3]=1.C1(P(C2CCCCC2)C2C=CC=CC=2C2C(OC(C)C)=CC=CC=2OC(C)C)CCCCC1.[N:57]1([C:63](=[O:65])[CH3:64])[CH2:62][CH2:61][NH:60][CH2:59][CH2:58]1>C([O-])(=O)C.[Pd+2].C([O-])(=O)C.O1CCOCC1>[C:63]([N:57]1[CH2:62][CH2:61][N:60]([C:2]2[CH:7]=[CH:6][C:5]([CH2:8][N:9]([C:20]([CH3:23])([CH3:22])[CH3:21])[S:10]([CH2:13][C:14]3[CH:19]=[CH:18][CH:17]=[CH:16][CH:15]=3)(=[O:12])=[O:11])=[CH:4][CH:3]=2)[CH2:59][CH2:58]1)(=[O:65])[CH3:64] |f:3.4.5|. Reported procedure: In a vial, N-[(4-bromophenyl)methyl]-N-tert-butyl-1-phenylmethanesulfonamide (186 mg; 0.47 mmol), palladium(II) acetate (5 mg, 0.023 mmol), 2-dicyclohexylphosphino-2′,6′-di-i-propoxy-1,1′-biphenyl (22 mg, 0.047 mmol) sodium tert-butoxide (61 mg, 0.61 mmol) were weighed out and the vial was purged with nitrogen. 1,4-Dioxane (3 mL) and 1-piperazin-1-ylethanone (78 mg, 0.61 mmol) were then added and the reaction was stirred at 100° C. for 16 hours. The reaction was filtered through diatomaceous ear... Starting materials: NC1=CC=C(C#N)C=C1 (4-amino-benzonitrile), C(C#C)Br (propargyl bromide), C(C)(C)N(CC)C(C)C (diisopropylethylamine). The solvent is C1(=CC=CC=C1)C (toluene), C(C)(=O)OCC (ethyl acetate). Product: C(C#C)NC1=CC=C(C#N)C=C1 (4-propargylamino-benzonitrile). As a reaction SMILES: [NH2:1][C:2]1[CH:9]=[CH:8][C:5]([C:6]#[N:7])=[CH:4][CH:3]=1.[CH2:10](Br)[C:11]#[CH:12].C(N(C(C)C)CC)(C)C>C1(C)C=CC=CC=1.C(OCC)(=O)C>[CH2:12]([NH:1][C:2]1[CH:9]=[CH:8][C:5]([C:6]#[N:7])=[CH:4][CH:3]=1)[C:11]#[CH:10]. Reported procedure: A solution of 23.6 g (0.20 mol) of 4-amino-benzonitrile, 16.6 ml (0.22 mol) of propargyl bromide and 38.3 ml (0.22 mol) of diisopropylethylamine is heated to 90° C. in 500 ml of toluene for 27 hours. It is then diluted with ethyl acetate, washed 3× with H2O and dried over MgSO4. After removal of the solvent by distillation the crude product is purified by flash chromatography (silica gel; ethyl acetate/petroleum ether=20:80 to 75:25). Product: NC1=C(C=C(C=C1Cl)S(=O)(=O)NC(C(=O)N1CCC(CC1)N(C(C)=O)C)CC1=CC2=C(NC=N2)C=C1)Cl (4-Amino-N-[1-(1H-benzimidazol-5-yl-methyl)-2-(4-(N-acetyl-methylamino)-piperidin-1-yl)-2-oxo-ethyl]-3,5-dichloro-benzenesulphonamide). The solvent is C(C)N(CC)CC (triethylamine). Reactants: NC1=C(C=C(C=C1Cl)S(=O)(=O)NC(C(=O)N1CCC(CC1)NC)CC1=CC2=C(NC=N2)C=C1)Cl (4-amino-N-[1-(1H-benzimidazol-5-yl-methyl)-2-(4-methylamino-piperidin-1-yl)-2-oxo-ethyl]-3,5-dichloro-benzenesulphonamide), C(C)(=O)Cl (acetylchloride), O1CCOCC1 (dioxane). Procedure: Prepared from 4-amino-N-[1-(1H-benzimidazol-5-yl-methyl)-2-(4-methylamino-piperidin-1-yl)-2-oxo-ethyl]-3,5-dichloro-benzenesulphonamide and acetylchloride in dioxane and triethylamine analogously to Example 2. Reaction SMILES: [NH2:1][C:2]1[C:7]([Cl:8])=[CH:6][C:5]([S:9]([NH:12][CH:13]([CH2:24][C:25]2[CH:33]=[CH:32][C:28]3[NH:29][CH:30]=[N:31][C:27]=3[CH:26]=2)[C:14]([N:16]2[CH2:21][CH2:20][CH:19]([NH:22][CH3:23])[CH2:18][CH2:17]2)=[O:15])(=[O:11])=[O:10])=[CH:4][C:3]=1[Cl:34].C(Cl)(=O)C.[O:39]1[CH2:44][CH2:43]OCC1>C(N(CC)CC)C>[NH2:1][C:2]1[C:3]([Cl:34])=[CH:4][C:5]([S:9]([NH:12][CH:13]([CH2:24][C:25]2[CH:33]=[CH:32][C:28]3[NH:29][CH:30]=[N:31][C:27]=3[CH:26]=2)[C:14]([N:16]2[CH2:17][CH2:18][CH:19]([N:22]([CH3:23])[C:44](=[O:39])[CH3:43])[CH2:20][CH2:21]2)=[O:15])(=[O:10])=[O:11])=[CH:6][C:7]=1[Cl:8].